Dataset: the Open Reaction Database (ORD), a public repository of structured organic reaction records. Task: describe an organic reaction: reactants, conditions, products, and yield The reactants are CN1C(CC[C@@]2(C3=C(CC[C@@H]12)C=C(C=C3)Br)C)=O ((+)-(4aR)-(10bR)-4-methyl-8-bromo-10b-methyl-1,2,3,4,4a,5,6,10b-octahydrobenzo[f]quinolin-3-one), COC=1C=C(C=CC1)B(O)O (3-methoxyphenylboronic acid), C([O-])([O-])=O.[Na+].[Na+] (sodium carbonate), C1(=CC=CC=C1)C (toluene). Reagents/catalysts: [Pd].C1(=CC=CC=C1)P(C1=CC=CC=C1)C1=CC=CC=C1.C1(=CC=CC=C1)P(C1=CC=CC=C1)C1=CC=CC=C1.C1(=CC=CC=C1)P(C1=CC=CC=C1)C1=CC=CC=C1.C1(=CC=CC=C1)P(C1=CC=CC=C1)C1=CC=CC=C1 (tetrakis (triphenylphosphine) palladium (0)). Solvent: ClCCl (dichloromethane). The product is CN1C(CC[C@@]2(C3=C(CC[C@@H]12)C=C(C=C3)C3=CC(=CC=C3)OC)C)=O ((+)-(4aR)-(10bR)-4-methyl-8-(3-methoxyphenyl)-10b-methyl-1,2,3,4,4a,5,6,10b-octahydrobenzo[f]quinolin-3-one). Yield: 66.0%. As a reaction SMILES: [CH3:1][N:2]1[C@H:11]2[C@@:6]([CH3:17])([C:7]3[CH:15]=[CH:14][C:13](Br)=[CH:12][C:8]=3[CH2:9][CH2:10]2)[CH2:5][CH2:4][C:3]1=[O:18].[CH3:19][O:20][C:21]1[CH:22]=[C:23](B(O)O)[CH:24]=[CH:25][CH:26]=1.C(=O)([O-])[O-].[Na+].[Na+].C1(C)C=CC=CC=1>ClCCl.[Pd].C1(P(C2C=CC=CC=2)C2C=CC=CC=2)C=CC=CC=1.C1(P(C2C=CC=CC=2)C2C=CC=CC=2)C=CC=CC=1.C1(P(C2C=CC=CC=2)C2C=CC=CC=2)C=CC=CC=1.C1(P(C2C=CC=CC=2)C2C=CC=CC=2)C=CC=CC=1>[CH3:1][N:2]1[C@H:11]2[C@@:6]([CH3:17])([C:7]3[CH:15]=[CH:14][C:13]([C:25]4[CH:24]=[CH:23][CH:22]=[C:21]([O:20][CH3:19])[CH:26]=4)=[CH:12][C:8]=3[CH2:9][CH2:10]2)[CH2:5][CH2:4][C:3]1=[O:18] |f:2.3.4,7.8.9.10.11|. Procedure: A 15 mL round bottom flask was charged with (+)-(4aR)-(10bR)-4-methyl-8-bromo-10b-methyl-1,2,3,4,4a,5,6,10b-octahydrobenzo[f]quinolin-3-one (200 mg, 0.65 mmol), tetrakis (triphenylphosphine) palladium (0) (23 mg, 0.02 mmol), 3-methoxyphenylboronic acid (119 mg, 0.78 mmol), 0.65 mL of 2M sodium carbonate solution and 1.5 mL of toluene fitted with a reflux condenser, and the stirred mixture was heated at 80°, under nitrogen, for 24 h . The mixture was cooled, diluted with dichloromethane (75 mL) a... Reactants: CCOC(C)=O, CN(C)C=O, O=C(Nc1ccc(Cl)cc1)c1cccnc1Cl, [H-], [Na+], SCCc1ccncc1. Yields the product O=C(Nc1ccc(Cl)cc1)c1cccnc1SCCc1ccncc1. As a reaction SMILES: [CH3:29][CH2:30][O:31][C:32](=[O:33])[CH3:34].[CH3:35][N:36]([CH3:37])[CH:38]=[O:39].[Cl:12][c:13]1[n:14][cH:15][cH:16][cH:17][c:18]1[C:19](=[O:20])[NH:21][c:22]1[cH:23][cH:24][c:25]([Cl:28])[cH:26][cH:27]1.[H-:1].[Na+:2].[n:3]1[cH:4][cH:5][c:6]([CH2:9][CH2:10][SH:11])[cH:7][cH:8]1>>[n:3]1[cH:4][cH:5][c:6]([CH2:9][CH2:10][S:11][c:13]2[n:14][cH:15][cH:16][cH:17][c:18]2[C:19](=[O:20])[NH:21][c:22]2[cH:23][cH:24][c:25]([Cl:28])[cH:26][cH:27]2)[cH:7][cH:8]1. Reactants: BrC=1C=CC2=C(C(=NCC(=N2)NN)C2=CC=CC=C2)C1 (7-bromo-2-hydrazino-5-phenyl-3H-1,4-benzodiazepine), C(C)(C)(C)CC(=O)Cl (tert-butyl acetylchloride). Product: BrC=1C=CC2=C(C(=NCC=3N2C(=NN3)CC(C)(C)C)C3=CC=CC=C3)C1 (8-Bromo-1-(2,2-dimethylpropyl)-6-phenyl-4H-[ 1,2,4]triazolo[4,3-a][1,4]benzodiazepine). Reaction SMILES: [Br:1][C:2]1[CH:3]=[CH:4][C:5]2[N:11]=[C:10]([NH:12][NH2:13])[CH2:9][N:8]=[C:7]([C:14]3[CH:19]=[CH:18][CH:17]=[CH:16][CH:15]=3)[C:6]=2[CH:20]=1.[C:21]([CH2:25][C:26](Cl)=O)([CH3:24])([CH3:23])[CH3:22]>>[Br:1][C:2]1[CH:3]=[CH:4][C:5]2[N:11]3[C:26]([CH2:25][C:21]([CH3:24])([CH3:23])[CH3:22])=[N:13][N:12]=[C:10]3[CH2:9][N:8]=[C:7]([C:14]3[CH:19]=[CH:18][CH:17]=[CH:16][CH:15]=3)[C:6]=2[CH:20]=1. Procedure details: Following the procedure of Example 5, 2.0 g of 7-bromo-2-hydrazino-5-phenyl-3H-1,4-benzodiazepine is reacted with 1.01 ml of tert-butyl acetylchloride to yield 1.17 g of title product with melting point 229.5°-232° C. and 0.30 g of title product with melting point 205°-219° C.